From a dataset of the Open Reaction Database (ORD), a public repository of structured organic reaction records. describe an organic reaction: reactants, conditions, products, and yield Procedure details: A mixture of the compound prepared in Example 424 (1.8 g) in N,N-dimethylformamide (25 mL) was treated with potassium carbonate (1.76 g), followed by iodomethane (2.65 mL). The mixture was stirred at room temperature overnight. The solvent was concentrated in vacuo and the residue diluted with water, crude precipitated solids were collected by filtration, 2.14 g. These solids were taken in dichloromethane and purified by column chromatography on silica gel (5-25% ethyl acetate in hexanes) to pro... Starting materials: C([O-])([O-])=O.[K+].[K+] (potassium carbonate), C(C)OC1=CC=C(C(=N1)C(=O)O)[N+](=O)[O-] (6-ethoxy-3-nitropicolinic Acid), IC (iodomethane). Reaction SMILES: [CH2:1]([O:3][C:4]1[N:9]=[C:8]([C:10]([OH:12])=[O:11])[C:7]([N+:13]([O-:15])=[O:14])=[CH:6][CH:5]=1)[CH3:2].[C:16](=O)([O-])[O-].[K+].[K+].IC>CN(C)C=O>[CH2:1]([O:3][C:4]1[N:9]=[C:8]([C:10]([O:12][CH3:16])=[O:11])[C:7]([N+:13]([O-:15])=[O:14])=[CH:6][CH:5]=1)[CH3:2] |f:1.2.3|. The product is C(C)OC1=CC=C(C(=N1)C(=O)OC)[N+](=O)[O-] (methyl 6-ethoxy-3-nitropicolinate). Isolated yield 60.4%. Run in CN(C=O)C (N,N-dimethylformamide). Conditions: time 8 hour.